This data is from the Open Reaction Database (ORD), a public repository of structured organic reaction records. The task is: describe an organic reaction: reactants, conditions, products, and yield Starting materials: [Al+3], [Cl-], [Cl-], [Cl-], COc1cccc(Cl)c1Cl, ClCCCl, Cc1ccccc1C(=O)Cl. Product: COc1ccc(C(=O)c2ccccc2C)c(Cl)c1Cl. As a reaction SMILES: [Al+3:22].[Cl-:21].[Cl-:23].[Cl-:24].[Cl:1][c:2]1[c:3]([O:9][CH3:10])[cH:4][cH:5][cH:6][c:7]1[Cl:8].[Cl:25][CH2:26][CH2:27][Cl:28].[c:11]1([CH3:20])[c:12]([C:17](=[O:18])[Cl:19])[cH:13][cH:14][cH:15][cH:16]1>>[Cl:1][c:2]1[c:3]([O:9][CH3:10])[cH:4][cH:5][c:6]([C:17]([c:12]2[c:11]([CH3:20])[cH:16][cH:15][cH:14][cH:13]2)=[O:18])[c:7]1[Cl:8]. The reactants are C(C)(=O)NC=1C(=C(C(=O)O)C(=CC1)Br)[N+](=O)[O-] (3-(acetylamino)-6-bromo-2-nitrobenzoic acid), C[Si](C)(C)C=[N+]=[N-].C(C)OCC (trimethylsilyldiazomethane diethyl ether). Run in CO (methanol), O1CCCC1 (tetrahydrofuran). Reaction conditions: time 5 day. Product: C(C)(=O)NC=1C(=C(C(=O)OC)C(=CC1)Br)[N+](=O)[O-] (methyl 3-(acetylamino)-6-bromo-2-nitrobenzoate). The yield is 66.4%. Reaction SMILES: [C:1]([NH:4][C:5]1[C:6]([N+:15]([O-:17])=[O:16])=[C:7]([C:11]([Br:14])=[CH:12][CH:13]=1)[C:8]([OH:10])=[O:9])(=[O:3])[CH3:2].[CH3:18][Si](C=[N+]=[N-])(C)C.C(OCC)C>CO.O1CCCC1>[C:1]([NH:4][C:5]1[C:6]([N+:15]([O-:17])=[O:16])=[C:7]([C:11]([Br:14])=[CH:12][CH:13]=1)[C:8]([O:10][CH3:18])=[O:9])(=[O:3])[CH3:2] |f:1.2|. Reported procedure: To a mixed solution of 3-(acetylamino)-6-bromo-2-nitrobenzoic acid (2.00 g, 6.60 mmol) in methanol (20 mL) and tetrahydrofuran (5 mL) was added 2M trimethylsilyldiazomethane/diethyl ether solution (10.6 mL, 21.1 mmol) under ice-cooling, and the mixture was stirred at room temperature for 5 days. The reaction solution was concentrated under reduced pressure, and the residue was purified by silica gel column chromatography (ethyl acetate/hexane=25/75→60/40) to give the title compound (1.39 g, yiel... The reactants are [H-].[Na+] (sodium hydride), C1N(CCN2C1C1=C(CC3=C2C=CC=C3)C=CC=C1)CCO (2-(1,2,3,4,10,14b-hexahydrodibenzo[c,f]pyrazino[1,2-a]azepin-2-yl)ethanol), BrCC(=O)OC (methyl bromoacetate). Run in C1(=CC=CC=C1)C (toluene). Reaction conditions: temperature 40 celsius, time 2 hour. The product is C1N(CCN2C1C1=C(CC3=C2C=CC=C3)C=CC=C1)CCOCC(=O)OC (Methyl 2-(1,2,3,4,10,14b-hexahydrodibenzo[c,f]pyrazino[1,2-a]azepin-2-yl)ethoxyacetate). Yield: 31.1%. Reaction SMILES: [H-].[Na+].[CH2:3]1[CH:8]2[C:9]3[CH:21]=[CH:20][CH:19]=[CH:18][C:10]=3[CH2:11][C:12]3[CH:17]=[CH:16][CH:15]=[CH:14][C:13]=3[N:7]2[CH2:6][CH2:5][N:4]1[CH2:22][CH2:23][OH:24].Br[CH2:26][C:27]([O:29][CH3:30])=[O:28]>C1(C)C=CC=CC=1>[CH2:3]1[CH:8]2[C:9]3[CH:21]=[CH:20][CH:19]=[CH:18][C:10]=3[CH2:11][C:12]3[CH:17]=[CH:16][CH:15]=[CH:14][C:13]=3[N:7]2[CH2:6][CH2:5][N:4]1[CH2:22][CH2:23][O:24][CH2:26][C:27]([O:29][CH3:30])=[O:28] |f:0.1|. Procedure details: 0.478 g of a 55% w/w dispersing of sodium hydride in mineral oil was added to a solution of 1.5 g of 2-(1,2,3,4,10,14b-hexahydrodibenzo[c,f]pyrazino[1,2-a]azepin-2-yl)ethanol [prepared as described in step (a) or (c) above] dissolved in 20 ml of toluene, under an atmosphere of nitrogen. The mixture was then stirred at 40° C. for 2 hours, after which 0.924 g of methyl bromoacetate was added, whilst ice-cooling; the mixture was then stirred at 40° C. for a further 4 hours. At the end of this time,...